Dataset: the Open Reaction Database (ORD), a public repository of structured organic reaction records. Task: describe an organic reaction: reactants, conditions, products, and yield Starting materials: CCOC(=O)C=C(CNC(CC1CCOCC1)C(=O)Nc1ccn(CC(C)(C)O)n1)Oc1ccccc1Br, C1CCOC1. The product is CC(C)(O)Cn1ccc(NC(=O)C(CC2CCOCC2)N2CC(Oc3ccccc3Br)=CC2=O)n1. RXN SMILES: [CH2:1]([O:3][C:4](=[O:2])[CH:5]=[C:6]([CH2:7][NH:8][CH:9]([CH2:10][CH:11]1[CH2:12][CH2:13][O:14][CH2:15][CH2:16]1)[C:17]([NH:18][c:19]1[n:20][n:21]([CH2:24][C:25]([CH3:26])([CH3:27])[OH:28])[cH:22][cH:23]1)=[O:29])[O:30][c:31]1[c:32]([Br:37])[cH:33][cH:34][cH:35][cH:36]1)[CH3:38].[O:39]1[CH2:40][CH2:41][CH2:42][CH2:43]1>>[O:3]=[C:4]1[CH:5]=[C:6]([O:30][c:31]2[c:32]([Br:37])[cH:33][cH:34][cH:35][cH:36]2)[CH2:7][N:8]1[CH:9]([CH2:10][CH:11]1[CH2:12][CH2:13][O:14][CH2:15][CH2:16]1)[C:17]([NH:18][c:19]1[n:20][n:21]([CH2:24][C:25]([CH3:26])([CH3:27])[OH:28])[cH:22][cH:23]1)=[O:29].